From a dataset of the Open Reaction Database (ORD), a public repository of structured organic reaction records. describe an organic reaction: reactants, conditions, products, and yield The reactants are C=CCCCN(CC(=O)OC(C)(C)C)S(=O)(=O)c1ccc(OCc2ccccc2)cc1, CN(C)C=O, [Cl-], Cl[Pd]Cl, Cl, O, O. Product: CC(=O)CCCN(CC(=O)OC(C)(C)C)S(=O)(=O)c1ccc(OCc2ccccc2)cc1. Reaction SMILES: [C:1]([CH3:2])([CH3:3])([CH3:4])[O:5][C:6]([CH2:7][N:8]([CH2:9][CH2:10][CH2:11][CH:12]=[CH2:13])[S:14](=[O:15])(=[O:16])[c:17]1[cH:18][cH:19][c:20]([O:23][CH2:24][c:25]2[cH:26][cH:27][cH:28][cH:29][cH:30]2)[cH:21][cH:22]1)=[O:31].[CH3:33][N:34]([CH3:35])[CH:37]=[O:36].[Cl-:32].[Cl:40][Pd:41][Cl:42].[ClH:39].[O:38].[OH2:43]>>[C:1]([CH3:2])([CH3:3])([CH3:4])[O:5][C:6]([CH2:7][N:8]([CH2:9][CH2:10][CH2:11][C:12]([CH3:13])=[O:36])[S:14](=[O:15])(=[O:16])[c:17]1[cH:18][cH:19][c:20]([O:23][CH2:24][c:25]2[cH:26][cH:27][cH:28][cH:29][cH:30]2)[cH:21][cH:22]1)=[O:31]. Starting materials: CCOC(C)=O, O=S(=O)(Cl)c1ccc(Nc2nccc(-c3ccc(C(F)(F)F)cc3)n2)cc1, NCCCO. Product: O=S(=O)(NCCCO)c1ccc(Nc2nccc(-c3ccc(C(F)(F)F)cc3)n2)cc1. RXN SMILES: [CH3:33][CH2:34][O:35][C:36](=[O:37])[CH3:38].[F:1][C:2]([c:3]1[cH:4][cH:5][c:6](-[c:9]2[n:10][c:11]([NH:15][c:16]3[cH:17][cH:18][c:19]([S:22](=[O:23])(=[O:24])[Cl:25])[cH:20][cH:21]3)[n:12][cH:13][cH:14]2)[cH:7][cH:8]1)([F:26])[F:27].[NH2:28][CH2:29][CH2:30][CH2:31][OH:32]>>[F:1][C:2]([c:3]1[cH:4][cH:5][c:6](-[c:9]2[n:10][c:11]([NH:15][c:16]3[cH:17][cH:18][c:19]([S:22](=[O:23])(=[O:24])[NH:28][CH2:29][CH2:30][CH2:31][OH:32])[cH:20][cH:21]3)[n:12][cH:13][cH:14]2)[cH:7][cH:8]1)([F:26])[F:27]. Procedure details: Methyl 2-oxo-4-isopropoxy-6-methyl-3-cyclohexene carboxylate was reacted with 2-isobutylidene-1,4-dichlorobutane and the resultant alkylated carboxylate cyclized by the same method described in Example 2 to yield 2-isobutylidene-8-isopropoxy-10-methylspiro[4.5]dec-7-en-6-one having the structure: ##STR29## which was crystallized from petroleum ether, mp 88°-91° C. Reactants: O=C1C(C(CC(=C1)OC(C)C)C)C(=O)OC (Methyl 2-oxo-4-isopropoxy-6-methyl-3-cyclohexene carboxylate), C(C(C)C)=C(CCl)CCCl (2-isobutylidene-1,4-dichlorobutane), alkylated carboxylate. Product: C(C(C)C)=C1CC2(CC1)C(C=C(CC2C)OC(C)C)=O (2-isobutylidene-8-isopropoxy-10-methylspiro[4.5]dec-7-en-6-one). Reaction SMILES: [O:1]=[C:2]1[CH:7]=[C:6]([O:8][CH:9]([CH3:11])[CH3:10])[CH2:5][CH:4]([CH3:12])[CH:3]1[C:13](OC)=O.[CH:17](=[C:21]([CH2:24]CCl)[CH2:22]Cl)[CH:18]([CH3:20])[CH3:19]>>[CH:17](=[C:18]1[CH2:20][CH2:13][C:3]2([CH:4]([CH3:12])[CH2:5][C:6]([O:8][CH:9]([CH3:10])[CH3:11])=[CH:7][C:2]2=[O:1])[CH2:19]1)[CH:21]([CH3:24])[CH3:22]. Reactants: CC#N, C[Si](C)(C)Cl, OC(c1ccc(F)cc1)c1cccs1, [I-], [Na+], O. Product: Fc1ccc(Cc2cccs2)cc1. Reaction SMILES: [CH3:23][C:24]#[N:25].[CH3:3][Si:4]([Cl:5])([CH3:6])[CH3:7].[F:8][c:9]1[cH:10][cH:11][c:12]([CH:15]([OH:16])[c:17]2[s:18][cH:19][cH:20][cH:21]2)[cH:13][cH:14]1.[I-:1].[Na+:2].[OH2:22]>>[F:8][c:9]1[cH:10][cH:11][c:12]([CH2:15][c:17]2[s:18][cH:19][cH:20][cH:21]2)[cH:13][cH:14]1. RXN SMILES: [CH3:26][N:27]([CH3:28])[CH:29]=[O:30].[Cl:1][c:2]1[c:3]([CH:9]=[CH:10][C:11]2([C:14]3([S:17][CH2:18][CH2:19][CH3:20])[CH2:15][CH2:16]3)[O:12][CH2:13]2)[cH:4][cH:5][c:6]([Cl:8])[cH:7]1.[nH:21]1[n:22][cH:23][n:24][cH:25]1>>[Cl:1][c:2]1[c:3]([CH:9]=[CH:10][C:11]([OH:12])([CH2:13][n:21]2[n:22][cH:23][n:24][cH:25]2)[C:14]2([S:17][CH2:18][CH2:19][CH3:20])[CH2:15][CH2:16]2)[cH:4][cH:5][c:6]([Cl:8])[cH:7]1. Starting materials: CN(C)C=O, CCCSC1(C2(C=Cc3ccc(Cl)cc3Cl)CO2)CC1, c1nc[nH]n1. The product is CCCSC1(C(O)(C=Cc2ccc(Cl)cc2Cl)Cn2cncn2)CC1. The reactants are [OH-].[Na+] (sodium hydroxide), COC(CC=1C=NC=C(C1)C1=CC=C(C=C1)C(CC)(CC)C1=CC(=C(C=C1)OCC(C(C)(C)C)=O)C)=O ([5-(4-{1-[4-(3,3-dimethyl-2-oxo-butoxy)-3-methyl-phenyl]-1-ethylpropyl}-phenyl)-pyridin-3-yl]-acetic acid methyl ester), [Cl-].[NH4+] (ammonium chloride). Solvent: CO.O1CCCC1 (methanol tetrahydrofuran). Conditions: time 3 day. Product: CC(C(COC1=C(C=C(C=C1)C(CC)(CC)C1=CC=C(C=C1)C=1C=C(C=NC1)CC(=O)O)C)=O)(C)C ([5-(4-{1-[4-(3,3-dimethyl-2-oxo-butoxy)-3-methyl-phenyl]-1-ethyl-propyl}-phenyl)-pyridin-3-yl]-acetic Acid). Yield: 66.6%. Reaction SMILES: [OH-].[Na+].C[O:4][C:5](=[O:39])[CH2:6][C:7]1[CH:8]=[N:9][CH:10]=[C:11]([C:13]2[CH:18]=[CH:17][C:16]([C:19]([C:24]3[CH:29]=[CH:28][C:27]([O:30][CH2:31][C:32](=[O:37])[C:33]([CH3:36])([CH3:35])[CH3:34])=[C:26]([CH3:38])[CH:25]=3)([CH2:22][CH3:23])[CH2:20][CH3:21])=[CH:15][CH:14]=2)[CH:12]=1.[Cl-].[NH4+]>CO.O1CCCC1>[CH3:36][C:33]([CH3:34])([CH3:35])[C:32](=[O:37])[CH2:31][O:30][C:27]1[CH:28]=[CH:29][C:24]([C:19]([C:16]2[CH:17]=[CH:18][C:13]([C:11]3[CH:12]=[C:7]([CH2:6][C:5]([OH:39])=[O:4])[CH:8]=[N:9][CH:10]=3)=[CH:14][CH:15]=2)([CH2:22][CH3:23])[CH2:20][CH3:21])=[CH:25][C:26]=1[CH3:38] |f:0.1,3.4,5.6|. Procedure: A 1 N sodium hydroxide aqueous solution (0.182 mL, 0.182 mmol) was added to a solution of [5-(4-{1-[4-(3,3-dimethyl-2-oxo-butoxy)-3-methyl-phenyl]-1-ethylpropyl}-phenyl)-pyridin-3-yl]-acetic acid methyl ester (Example 143-(5); 30.4 mg, 0.061 mmol) in methanol-tetrahydrofuran (1:1, 4 mL), and the mixture was stirred at room temperature for three days. The reaction mixture was then poured into a saturated aqueous ammonium chloride solution, followed by extraction with dichloromethane. The organic ... The reactants are C(C1=CC=CC=C1)(=O)NC1CC(N(C(C1)(C)C)C)(C)C (4-benzoylamino-1,2,2,6,6-pentamethyl piperidine), [OH-].[Na+] (sodium hydroxide). The solvent is Cl (hydrochloric acid). Yields the product CN1C(CC(CC1(C)C)N)(C)C (1,2,2,6,6-Pentamethyl-4-aminopiperidine). RXN SMILES: C([NH:9][CH:10]1[CH2:15][C:14]([CH3:17])([CH3:16])[N:13]([CH3:18])[C:12]([CH3:20])([CH3:19])[CH2:11]1)(=O)C1C=CC=CC=1.[OH-].[Na+]>Cl>[CH3:18][N:13]1[C:14]([CH3:16])([CH3:17])[CH2:15][CH:10]([NH2:9])[CH2:11][C:12]1([CH3:20])[CH3:19] |f:1.2|. Procedure details: 750 parts of 4-benzoylamino-1,2,2,6,6-pentamethyl piperidine are dissolved in 1000 parts of concentrated hydrochloric acid and the resulting solution is boiled under reflux for 10 hours. After cooling, sodium hydroxide is added until an alkaline reaction is obtained and the mixture is repeatedly extracted with methylene chloride. The residue obtained after removal of the methylene chloride by evaporation is distilled in vacuo, 300 parts of 1,2,2,6,6-pentamethyl-4-aminopiperidine boiling at 98° C...